The task is: describe an organic reaction: reactants, conditions, products, and yield. This data is from the Open Reaction Database (ORD), a public repository of structured organic reaction records. Starting materials: C(C)OC(=O)C1=C(NC=C1)C (2-methyl-1H-pyrrole-3-carboxylic acid ethyl ester), FC=1C=C(CBr)C=CC1F (3,4-difluorobenzyl bromide). Product: C(C)OC(=O)C1=C(N(C=C1)CC1=CC(=C(C=C1)F)F)C (1-(3,4-Difluoro-benzyl)-2-methyl-1H-pyrrole-3-carboxylic acid ethyl ester). RXN SMILES: [CH2:1]([O:3][C:4]([C:6]1[CH:10]=[CH:9][NH:8][C:7]=1[CH3:11])=[O:5])[CH3:2].[F:12][C:13]1[CH:14]=[C:15]([CH:18]=[CH:19][C:20]=1[F:21])[CH2:16]Br>>[CH2:1]([O:3][C:4]([C:6]1[CH:10]=[CH:9][N:8]([CH2:16][C:15]2[CH:18]=[CH:19][C:20]([F:21])=[C:13]([F:12])[CH:14]=2)[C:7]=1[CH3:11])=[O:5])[CH3:2]. Procedure: Prepared in analogy to that of Example 5(a) from 2-methyl-1H-pyrrole-3-carboxylic acid ethyl ester and 3,4-difluorobenzyl bromide. The title compound, ESI MS (m/z): 280 (M+H)+. Reactants: Cc1ccc(F)cc1C(=O)Cl, c1ccncc1, O=C(c1ccc(-c2cc[nH]n2)cc1)N1Cc2cccn2Cc2ccccc21. Product: Cc1ccc(F)cc1C(=O)n1ccc(-c2ccc(C(=O)N3Cc4cccn4Cc4ccccc43)cc2)n1. Reaction SMILES: [CH3:28][c:29]1[c:30]([C:31](=[O:32])[Cl:33])[cH:34][c:35]([F:38])[cH:36][cH:37]1.[cH:39]1[cH:40][cH:41][n:42][cH:43][cH:44]1.[nH:1]1[n:2][c:3](-[c:6]2[cH:7][cH:8][c:9]([C:12](=[O:13])[N:14]3[CH2:15][c:16]4[n:17]([cH:25][cH:26][cH:27]4)[CH2:18][c:19]4[c:20]3[cH:21][cH:22][cH:23][cH:24]4)[cH:10][cH:11]2)[cH:4][cH:5]1>>[n:1]1([C:31]([c:30]2[c:29]([CH3:28])[cH:37][cH:36][c:35]([F:38])[cH:34]2)=[O:32])[n:2][c:3](-[c:6]2[cH:7][cH:8][c:9]([C:12](=[O:13])[N:14]3[CH2:15][c:16]4[n:17]([cH:25][cH:26][cH:27]4)[CH2:18][c:19]4[c:20]3[cH:21][cH:22][cH:23][cH:24]4)[cH:10][cH:11]2)[cH:4][cH:5]1. The reactants are C(CCCC#C)(=O)OC (methyl 5-hexynoate), COC=1C=C2C=CC(=CC2=CC1)Br (6-methoxy-2-naphthyl bromide), [H-].[Ca+2].[H-] (calcium hydride), bistriphenylphosphine palladium dichloride, cupric iodide. Run in C(C)NCC (diethylamine). The product is COC=1C=C2C=CC(=CC2=CC1)C#CCCCC(=O)OC (methyl 6-(6-methoxy-2-naphthyl)-5-hexynoate). Reaction SMILES: [CH3:1][O:2][C:3]1[CH:4]=[C:5]2[C:10](=[CH:11][CH:12]=1)[CH:9]=[C:8](Br)[CH:7]=[CH:6]2.[H-].[Ca+2].[H-].[C:17]([O:24][CH3:25])(=[O:23])[CH2:18][CH2:19][CH2:20][C:21]#[CH:22]>C(NCC)C>[CH3:1][O:2][C:3]1[CH:4]=[C:5]2[C:10](=[CH:11][CH:12]=1)[CH:9]=[C:8]([C:22]#[C:21][CH2:20][CH2:19][CH2:18][C:17]([O:24][CH3:25])=[O:23])[CH:7]=[CH:6]2 |f:1.2.3|. Procedure: Into a solution of 2.51 g (9.2 mmol) of 6-methoxy-2-naphthyl bromide in 31 ml of diethylamine distilled with calcium hydride were charged 324 mg (0.46 mmol) of bistriphenylphosphine palladium dichloride and 192 mg of cupric iodide (1.01 mmol), followed by stirring. To the mixture was gradually added 1.06 g (9.4 mmol) of methyl 5-hexynoate, and the mixture was stirred at room temperature overnight (about 15 hours). Diethylamine was evaporated under a reduced pressure, to the residue were added et... Reactants: COC1=CC=C(C=N1)N (6-methoxypyridin-3-amine), C[Si](C)(C)[N-][Si](C)(C)C.[Li+] (lithium bis(trimethylsilyl)amide), ClC=1C=C(C(=NC1)F)C1=C2N=CN(C2=NC(=N1)C)C1OCCCC1 (6-(5-chloro-2-fluoropyridin-3-yl)-2-methyl-9-(tetrahydro-2H-pyran-2-yl)-9H-purine). Run in C(Cl)Cl (DCM), [Cl-].[Na+].O (brine), C1CCOC1 (THF). Conditions: time 20 minute. Product: ClC=1C=C(C(=NC1)NC=1C=NC(=CC1)OC)C1=C2N=CN(C2=NC(=N1)C)C1OCCCC1 (5-chloro-N-(6-methoxypyridin-3-yl)-3-(2-methyl-9-(tetrahydro-2H-pyran-2-yl)-9H-purin-6-yl)pyridin-2-amine). Yield: 90.8%. RXN SMILES: [CH3:1][O:2][C:3]1[N:8]=[CH:7][C:6]([NH2:9])=[CH:5][CH:4]=1.C[Si]([N-][Si](C)(C)C)(C)C.[Li+].[Cl:20][C:21]1[CH:22]=[C:23]([C:28]2[N:36]=[C:35]([CH3:37])[N:34]=[C:33]3[C:29]=2[N:30]=[CH:31][N:32]3[CH:38]2[CH2:43][CH2:42][CH2:41][CH2:40][O:39]2)[C:24](F)=[N:25][CH:26]=1>C1COCC1.C(Cl)Cl.[Cl-].[Na+].O>[Cl:20][C:21]1[CH:22]=[C:23]([C:28]2[N:36]=[C:35]([CH3:37])[N:34]=[C:33]3[C:29]=2[N:30]=[CH:31][N:32]3[CH:38]2[CH2:43][CH2:42][CH2:41][CH2:40][O:39]2)[C:24]([NH:9][C:6]2[CH:7]=[N:8][C:3]([O:2][CH3:1])=[CH:4][CH:5]=2)=[N:25][CH:26]=1 |f:1.2,6.7.8|. Procedure details: A solution of 6-methoxypyridin-3-amine (0.357 g, 2.88 mmol) (Source: Aldrich) in THF (10 mL) was treated with lithium bis(trimethylsilyl)amide (5.03 mL, 5.03 mmol) (Source: Aldrich) and the mixture was stirred under an inert atmosphere for 20 minutes. Then 6-(5-chloro-2-fluoropyridin-3-yl)-2-methyl-9-(tetrahydro-2H-pyran-2-yl)-9H-purine (0.500 g, 1.438 mmol) was added to the mixture and the mixture was stirred overnight. The reaction mixture was diluted with DCM and brine solution. The organic l... Reactants: [OH-].[Na+] (NaOH), BrC(C(=O)C1=CC=C(OC2=CC=C(C=C2)C(C(C)(N2CCOCC2)C)=O)C=C1)(C)C (1-{4-[4-(2-bromo-2-methyl-propionyl)-phenoxy]-phenyl}2-methyl-2-morpholin-4-yl-propan-1-one). The reagents and catalysts are CC[N+](CC)(CC)CC1=CC=CC=C1.[Cl-] (BTEAC), CC[N+](CC)(CC)CC1=CC=CC=C1.[Cl-] (BTEAC). The solvent is ClCCl (dichloromethane), ClCCl (dichloromethane), O (water). Yields the product OC(C(=O)C1=CC=C(OC2=CC=C(C=C2)C(C(C)(N2CCOCC2)C)=O)C=C1)(C)C (1-{4-[4-(2-hydroxy-2-methyl-propionyl)-phenoxy]-phenyl}-2-methyl-2-morpholin-4-yl-propan-1-one). The yield is 96.8%. RXN SMILES: [OH-:1].[Na+].Br[C:4]([CH3:32])([CH3:31])[C:5]([C:7]1[CH:30]=[CH:29][C:10]([O:11][C:12]2[CH:17]=[CH:16][C:15]([C:18](=[O:28])[C:19]([CH3:27])([N:21]3[CH2:26][CH2:25][O:24][CH2:23][CH2:22]3)[CH3:20])=[CH:14][CH:13]=2)=[CH:9][CH:8]=1)=[O:6]>CC[N+](CC1C=CC=CC=1)(CC)CC.[Cl-].ClCCl.O>[OH:1][C:4]([CH3:32])([CH3:31])[C:5]([C:7]1[CH:30]=[CH:29][C:10]([O:11][C:12]2[CH:17]=[CH:16][C:15]([C:18](=[O:28])[C:19]([CH3:27])([N:21]3[CH2:26][CH2:25][O:24][CH2:23][CH2:22]3)[CH3:20])=[CH:14][CH:13]=2)=[CH:9][CH:8]=1)=[O:6] |f:0.1,3.4|. Procedure details: 5.31 g (0.0664 mol) of 50% NaOH and 175 mg of 50% BTEAC were added to a solution of 17.5 g (0.0369 mol) of 1-{4-[4-(2-bromo-2-methyl-propionyl)-phenoxy]-phenyl}2-methyl-2-morpholin-4-yl-propan-1-one in 35 ml of dichloromethane. The reaction was refluxed for 3 hours, adding 175 mg of BTEAC every hour, then diluted with 20 ml of dichloromethane and 20 ml of water. The organic phase was separated, washed with brine, and dried with sodium sulphate, filtered and evaporated in vacuum obtaining 14.7 g ... Reactants: COC(C1=C(C(C(=O)OC)=CC(=C1)OC(C)C)CBr)=O (2-bromomethyl-5-isopropoxy-isophthalic acid dimethyl ester), [C-]#N.[Na+] (NaCN). The solvent is CS(=O)C (DMSO), O (H2O), O (water). Reaction conditions: time 1 hour. The product is C(#N)CC1=C(C=C(C=C1C(=O)OC)OC(C)C)C(=O)OC (Dimethyl 2-(cyanomethyl)-5-(propan-2-yloxy)benzene-1,3-dicarboxylate). The yield is 87.0%. As a reaction SMILES: [CH3:1][O:2][C:3](=[O:20])[C:4]1[CH:13]=[C:12]([O:14][CH:15]([CH3:17])[CH3:16])[CH:11]=[C:6]([C:7]([O:9][CH3:10])=[O:8])[C:5]=1[CH2:18]Br.[C-:21]#[N:22].[Na+]>CS(C)=O.O>[C:21]([CH2:18][C:5]1[C:4]([C:3]([O:2][CH3:1])=[O:20])=[CH:13][C:12]([O:14][CH:15]([CH3:17])[CH3:16])=[CH:11][C:6]=1[C:7]([O:9][CH3:10])=[O:8])#[N:22] |f:1.2|. Reported procedure: To a solution of 2-bromomethyl-5-isopropoxy-isophthalic acid dimethyl ester (Cpd C, 17.4 g, 50.5 mmol) in DMSO (200 mL) was added NaCN (3.71 g, 75.7 mmol) in H2O (20 mL). The resulting reaction mixture was stirred at room temperature for 1 hour. The reaction mixture was poured into water (500 mL), and extracted with ethyl acetate (2×300 mL). The combined organic phases were washed with brine (1×300 mL), dried over sodium sulfate, concentrated under vacuum, and purified by column chromatography (...